Dataset: the Open Reaction Database (ORD), a public repository of structured organic reaction records. Task: describe an organic reaction: reactants, conditions, products, and yield The reactants are C(C)(C)(C)OC(=O)NC(C(=O)N1[C@@H](C[C@H](C1)O)C(=O)O)[C@@H](CCCC(C=C)C)C ((2S,4R)-1-((3R)-2-((tert-butoxycarbonyl)amino)-3,7-dimethylnon-8-enoyl)-4-hydroxypyrrolidine-2-carboxylic acid), ClC1=NC=C(C2=CC=CC=C12)OC (1-chloro-4-methoxyisoquinoline), CC(C)(C)[O-].[K+] (t-BuOK). Run in CS(=O)C (DMSO). Conditions: time 4 hour. Product: C(C)(C)(C)OC(=O)N[C@H](C(=O)N1[C@@H](C[C@H](C1)OC1=NC=C(C2=CC=CC=C12)OC)C(=O)O)[C@@H](CCCC(C=C)C)C ((2S,4R)-1-((2S,3R)-2-(tert-butoxycarbonylamino)-3,7-dimethylnon-8-enoyl)-4-(4-methoxyisoquinolin-1-yloxy)pyrrolidine-2-carboxylic acid). The yield is 39.0%. RXN SMILES: [C:1]([O:5][C:6]([NH:8][CH:9]([C@H:21]([CH3:29])[CH2:22][CH2:23][CH2:24][CH:25]([CH3:28])[CH:26]=[CH2:27])[C:10]([N:12]1[CH2:16][C@H:15]([OH:17])[CH2:14][C@H:13]1[C:18]([OH:20])=[O:19])=[O:11])=[O:7])([CH3:4])([CH3:3])[CH3:2].Cl[C:31]1[C:40]2[C:35](=[CH:36][CH:37]=[CH:38][CH:39]=2)[C:34]([O:41][CH3:42])=[CH:33][N:32]=1.CC([O-])(C)C.[K+]>CS(C)=O>[C:1]([O:5][C:6]([NH:8][C@@H:9]([C@H:21]([CH3:29])[CH2:22][CH2:23][CH2:24][CH:25]([CH3:28])[CH:26]=[CH2:27])[C:10]([N:12]1[CH2:16][C@H:15]([O:17][C:31]2[C:40]3[C:35](=[CH:36][CH:37]=[CH:38][CH:39]=3)[C:34]([O:41][CH3:42])=[CH:33][N:32]=2)[CH2:14][C@H:13]1[C:18]([OH:20])=[O:19])=[O:11])=[O:7])([CH3:4])([CH3:3])[CH3:2] |f:2.3|. Procedure details: To a solution of (2S,4R)-1-((3R)-2-((tert-butoxycarbonyl)amino)-3,7-dimethylnon-8-enoyl)-4-hydroxypyrrolidine-2-carboxylic acid (1.5 g, 3.6 mmol) in DMSO was added 1-chloro-4-methoxyisoquinoline (840 mg, 4.4 mmol) followed by t-BuOK (1M sol. in THF, 18 mL) at room temperature under nitrogen atmosphere. The reaction mass was stirred at room temperature for 4 h. The reaction mass was quenched with aqueous citric acid solution and extracted with ethyl acetate. The combined organic layer was dried o... Starting materials: [N+](=O)([O-])C=1C=C(C=C(C1)[N+](=O)[O-])C1=CC=2NC=3C=CC(=CC3C2C2=C1C(NC2=O)=O)OC (4-(3,5-dinitrophenyl)-9-methoxypyrrolo[3,4-c]carbazole-1,3(2H,6H)-dione), Cl.[NH+]1=CC=CC=C1 (pyridinium hydrochloride). The product is [N+](=O)([O-])C=1C=C(C=C(C1)[N+](=O)[O-])C1=CC=2NC=3C=CC(=CC3C2C2=C1C(NC2=O)=O)O (4-(3,5-Dinitrophenyl)-9-hydroxypyrrolo[3,4-c]carbazole-1,3(2H,6H)-dione). The yield is 57.0%. RXN SMILES: [N+:1]([C:4]1[CH:5]=[C:6]([C:13]2[C:25]3[C:26](=[O:30])[NH:27][C:28](=[O:29])[C:24]=3[C:23]3[C:22]4[CH:21]=[C:20]([O:31]C)[CH:19]=[CH:18][C:17]=4[NH:16][C:15]=3[CH:14]=2)[CH:7]=[C:8]([N+:10]([O-:12])=[O:11])[CH:9]=1)([O-:3])=[O:2].Cl.[NH+]1C=CC=CC=1>>[N+:10]([C:8]1[CH:7]=[C:6]([C:13]2[C:25]3[C:26](=[O:30])[NH:27][C:28](=[O:29])[C:24]=3[C:23]3[C:22]4[CH:21]=[C:20]([OH:31])[CH:19]=[CH:18][C:17]=4[NH:16][C:15]=3[CH:14]=2)[CH:5]=[C:4]([N+:1]([O-:3])=[O:2])[CH:9]=1)([O-:12])=[O:11] |f:1.2|. Reported procedure: The reaction of 4-(3,5-dinitrophenyl)-9-methoxypyrrolo[3,4-c]carbazole-1,3(2H,6H)-dione (V; Ar=3,5-dinitrophenyl, R10═H) (42) prepared as described in example 48 with pyridinium hydrochloride according to the proceedure described in example 81 gave 4-(3,5-Dinitrophenyl)-9-hydroxypyrrolo[3,4-c]carbazole-1,3(2H,6H)-dione (V; Ar=3,5-dinitrophenyl, R10═H) (43) in a 57% yield as an orange powder, mp>330° C. 1H NMR δ [(CD3)2SO] 11.94 (br s, 1H), 11.18 (br s, 1H), 9.32 (br s, 1H), 8.91 (s, 3H), 8.35 (d... The reactants are C(CCCCCCC)C1=CC=CC=C1 (Octylbenzene), oxime, Cl.NO (hydroxylamine hydrochloride), C(CCC)C1=CC=C(S1)C(=O)OC (methyl 5-butyl-2-thiophenecarboxylate), oxime, C(CCC)[Li] (n-butyllithium), C(C)(=O)Cl (acetyl chloride), CCCC(CCCC)CC(=O)C1=CC=CC=C1 (4-octylacetophenone). The solvent is C(C)O.C(C)N(CC)CC (ethanol triethylamine), O1CCCC1 (tetrahydrofuran), ClCCl (dichloromethane). Yields the product C(CCC)C1=CC=C(S1)C1=CC(=NO1)C1=CC=C(C=C1)CCCCCCCC (5-(5-butylthiophen-2-yl)-3-(4-octylphenyl)-isoxazole). Reaction SMILES: [CH2:1]([C:9]1[CH:14]=[CH:13][CH:12]=[CH:11][CH:10]=1)[CH2:2][CH2:3][CH2:4][CH2:5][CH2:6][CH2:7][CH3:8].C(Cl)(=O)C.CCCC(CC(C1C=CC=CC=1)=O)CCCC.Cl.[NH2:37][OH:38].[CH2:39]([Li])[CH2:40][CH2:41][CH3:42].[CH2:44]([C:48]1[S:52][C:51](C(OC)=O)=[CH:50][CH:49]=1)[CH2:45][CH2:46]C>ClCCl.C(O)C.C(N(CC)CC)C.O1CCCC1>[CH2:39]([C:51]1[S:52][C:48]([C:44]2[O:38][N:37]=[C:46]([C:12]3[CH:11]=[CH:10][C:9]([CH2:1][CH2:2][CH2:3][CH2:4][CH2:5][CH2:6][CH2:7][CH3:8])=[CH:14][CH:13]=3)[CH:45]=2)=[CH:49][CH:50]=1)[CH2:40][CH2:41][CH3:42] |f:3.4,8.9|. Procedure: Octylbenzene is acetylated with acetyl chloride in dichloromethane under AlCl3 catalysis and the resulting 4-octylacetophenone is converted into the corresponding oxime with hydroxylamine hydrochloride in ethanol/triethylamine. The oxime is dissolved in tetrahydrofuran under an inert gas atmosphere and doubly deprotonated with 2 equivalents of n-butyllithium. The solution is admixed with 0.5 equivalents of methyl 5-butyl-2-thiophenecarboxylate (obtained from 2-butylthiophene by lithiating with n... The reactants are OCCCO, O=Cc1nccs1, O, c1ccccc1. Yields the product c1csc(C2OCCCO2)n1. RXN SMILES: [CH2:8]([CH2:9][CH2:10][OH:11])[OH:12].[CH:1](=[O:2])[c:3]1[s:4][cH:5][cH:6][n:7]1.[OH2:13].[cH:14]1[cH:15][cH:16][cH:17][cH:18][cH:19]1>>[CH:1]1([c:3]2[s:4][cH:5][cH:6][n:7]2)[O:2][CH2:8][CH2:9][CH2:10][O:11]1. The reactants are CC(Oc1cccc2c(CC(C)(C)N)c[nH]c12)C(=O)N1CCOCC1, CCO, c1cncc(C2CO2)c1. Yields the product CC(Oc1cccc2c(CC(C)(C)NCC(O)c3cccnc3)c[nH]c12)C(=O)N1CCOCC1. Reaction SMILES: [CH3:1][C:2]([CH2:3][c:4]1[cH:5][nH:6][c:7]2[c:8]([O:13][CH:14]([C:15](=[O:16])[N:17]3[CH2:18][CH2:19][O:20][CH2:21][CH2:22]3)[CH3:23])[cH:9][cH:10][cH:11][c:12]12)([CH3:24])[NH2:25].[CH3:35][CH2:36][OH:37].[n:26]1[cH:27][c:28]([CH:32]2[O:33][CH2:34]2)[cH:29][cH:30][cH:31]1>>[CH3:1][C:2]([CH2:3][c:4]1[cH:5][nH:6][c:7]2[c:8]([O:13][CH:14]([C:15](=[O:16])[N:17]3[CH2:18][CH2:19][O:20][CH2:21][CH2:22]3)[CH3:23])[cH:9][cH:10][cH:11][c:12]12)([CH3:24])[NH:25][CH2:34][CH:32]([c:28]1[cH:27][n:26][cH:31][cH:30][cH:29]1)[OH:33].